Dataset: the Open Reaction Database (ORD), a public repository of structured organic reaction records. Task: describe an organic reaction: reactants, conditions, products, and yield Starting materials: [N+](=O)([O-])C1=CC=C(CO)C=C1 (4-nitrobenzyl alcohol), N1C=NC=C1 (imidazole), C(C)(C)(C)[Si](Cl)(C1=CC=CC=C1)C1=CC=CC=C1 (t-butyl-diphenyl-chlorosilane), M-t-Bu-Ph, M-t-Bu, ( 391.54 ), M-t-Bu-NO2. Run in CCOCC (Et2O), CN(C)C=O (DMF). Reaction conditions: time 5 hour. Yields the product C(C)(C)(C)[Si](C1=CC=CC=C1)(C1=CC=CC=C1)OCC1=CC=C(C=C1)[N+](=O)[O-] ((4-nitro-benzyl) t-butyl-di-phenyl-silyl ether). RXN SMILES: [N+:1]([C:4]1[CH:11]=[CH:10][C:7]([CH2:8][OH:9])=[CH:6][CH:5]=1)([O-:3])=[O:2].N1C=CN=C1.[C:17]([Si:21]([C:29]1[CH:34]=[CH:33][CH:32]=[CH:31][CH:30]=1)([C:23]1[CH:28]=[CH:27][CH:26]=[CH:25][CH:24]=1)Cl)([CH3:20])([CH3:19])[CH3:18]>CN(C=O)C.CCOCC>[C:17]([Si:21]([O:9][CH2:8][C:7]1[CH:6]=[CH:5][C:4]([N+:1]([O-:3])=[O:2])=[CH:11][CH:10]=1)([C:29]1[CH:34]=[CH:33][CH:32]=[CH:31][CH:30]=1)[C:23]1[CH:24]=[CH:25][CH:26]=[CH:27][CH:28]=1)([CH3:20])([CH3:18])[CH3:19]. Procedure details: To a stirred solution of 4-nitrobenzyl alcohol (1.00 g, 6.50 mmol) and imidazole (0.97 g, 14.10 mmol) in DMF (10.0 mL), t-butyl-diphenyl-chlorosilane (1.98 g, 1.87 mL, 7.20 mmol) was added over 10 min under nitrogen at room temperature. The reaction mixture was stirred for an additional 5 h, diluted with 75 mL Et2O, washed with H2O (5 times, 15 mL), dried (MgSO4) and evaporated under vacuum. An oil which crystallised on standing, resulted; yield: 2.54 g. After recrystallisation from EtOH 70%, 2.... The reactants are Cl.CS(=O)(=O)N1C[C@@H](NCC1)C(=O)O ((2R)-4-methanesulfonylpiperazine-2-carboxylic acid hydrochloride), C(=O)(O)[O-].[Na+] (NaHCO3), C(C1=CC=CC=C1)OC(=O)Cl (benzyloxycarbonyl chloride). Run in O (H2O), O1CCOCC1 (dioxane), CCOCC (Et2O). Reaction conditions: time 2 hour. The product is C(C1=CC=CC=C1)OC(=O)N1[C@H](CN(CC1)S(=O)(=O)C)C(=O)O ((2R)-1-benzyloxycarbonyl-4-methanesulfonylpiperazine-2-carboxylic acid). Yield: 102.1%. Reaction SMILES: Cl.[CH3:2][S:3]([N:6]1[CH2:11][CH2:10][NH:9][C@@H:8]([C:12]([OH:14])=[O:13])[CH2:7]1)(=[O:5])=[O:4].C([O-])(O)=O.[Na+].[CH2:20]([O:27][C:28](Cl)=[O:29])[C:21]1[CH:26]=[CH:25][CH:24]=[CH:23][CH:22]=1>O.O1CCOCC1.CCOCC>[CH2:20]([O:27][C:28]([N:9]1[CH2:10][CH2:11][N:6]([S:3]([CH3:2])(=[O:4])=[O:5])[CH2:7][C@@H:8]1[C:12]([OH:14])=[O:13])=[O:29])[C:21]1[CH:26]=[CH:25][CH:24]=[CH:23][CH:22]=1 |f:0.1,2.3|. Procedure details: To a solution of (2R)-4-methanesulfonylpiperazine-2-carboxylic acid hydrochloride (2.10 g) in H2O (20 ml) and dioxane (20 ml) were added NaHCO3 (2.38 g) and a solution of benzyloxycarbonyl chloride (1.76 g) in Et2O (10 ml) at room temperature. After stirring for 2 hours, Et2O and dioxane were evaporated in vacuo. The solution was acidified with 1N HCl and extracted with AcOEt (80 ml). The organic layer was washed with brine, dried over MgSO4 and concentrated in vacuo to give 3.0 g of (2R)-1-benz...